Dataset: the Open Reaction Database (ORD), a public repository of structured organic reaction records. Task: describe an organic reaction: reactants, conditions, products, and yield Reactants: Cc1ccc(N2CCN(C(=O)c3c(F)cc(Br)cc3F)CC2)c(C)c1, O=C([O-])[O-], CNCCNC, Cc1ccccc1, [Cu]I, [K+], [K+], O=C1NCCO1, O. Yields the product Cc1ccc(N2CCN(C(=O)c3c(F)cc(N4CCOC4=O)cc3F)CC2)c(C)c1. As a reaction SMILES: [Br:1][c:2]1[cH:3][c:4]([F:25])[c:5]([C:9](=[O:10])[N:11]2[CH2:12][CH2:13][N:14]([c:17]3[c:18]([CH3:24])[cH:19][c:20]([CH3:23])[cH:21][cH:22]3)[CH2:15][CH2:16]2)[c:6]([F:8])[cH:7]1.[C:32](=[O:33])([O-:34])[O-:35].[CH3:38][NH:39][CH2:40][CH2:41][NH:42][CH3:43].[CH3:47][c:48]1[cH:49][cH:50][cH:51][cH:52][cH:53]1.[Cu:44][I:45].[K+:36].[K+:37].[O:26]1[C:27](=[O:31])[NH:28][CH2:29][CH2:30]1.[OH2:46]>>[c:2]1([N:28]2[C:27](=[O:31])[O:26][CH2:30][CH2:29]2)[cH:3][c:4]([F:25])[c:5]([C:9](=[O:10])[N:11]2[CH2:12][CH2:13][N:14]([c:17]3[c:18]([CH3:24])[cH:19][c:20]([CH3:23])[cH:21][cH:22]3)[CH2:15][CH2:16]2)[c:6]([F:8])[cH:7]1. Reactants: ClC=1N=CC(=NC1)C(=O)O (5-Chloropyrazine-2-carboxylic acid), C(=O)(O)[O-].[Na+] (NaHCO3), O.[Cl-].COC1=NC(=NC(=N1)OC)[N+]1(CCOCC1)C (4-(4,6-Dimethoxy[1.3.5]triazin-2-yl)-4-methylmorpholinium chloride hydrate), NC=1C=CC(=C(C1)[C@]1(N=C(OCC1(F)F)N)C)F ((R)-4-(5-amino-2-fluoro-phenyl)-5,5-difluoro-4-methyl-5,6-dihydro-4H-[1,3]oxazin-2-ylamine), NC=1C=CC(=C(C1)[C@]1(N=C(OCC1(F)F)N)C)F ((R)-4-(5-amino-2-fluoro-phenyl)-5,5-difluoro-4-methyl-5,6-dihydro-4H-[1,3]oxazin-2-ylamine). Run in CO (MeOH), CO (MeOH). Reaction conditions: temperature 0 celsius, time 30 minute. Yields the product NC=1OCC([C@@](N1)(C)C=1C=C(C=CC1F)NC(=O)C1=NC=C(N=C1)Cl)(F)F ((R)—N-(3-(2-Amino-5,5-difluoro-4-methyl-5,6-dihydro-4H-1,3-oxazin-4-yl)-4-fluorophenyl)-5-chloropyrazine-2-carboxamide). Reaction SMILES: [Cl:1][C:2]1[N:3]=[CH:4][C:5]([C:8]([OH:10])=O)=[N:6][CH:7]=1.O.[Cl-].COC1N=C(OC)N=C([N+]2(C)CCOCC2)N=1.[NH2:30][C:31]1[CH:32]=[CH:33][C:34]([F:47])=[C:35]([C@:37]2([CH3:46])[C:42]([F:44])([F:43])[CH2:41][O:40][C:39]([NH2:45])=[N:38]2)[CH:36]=1.C([O-])(O)=O.[Na+]>CO>[NH2:45][C:39]1[O:40][CH2:41][C:42]([F:43])([F:44])[C@:37]([C:35]2[CH:36]=[C:31]([NH:30][C:8]([C:5]3[CH:4]=[N:3][C:2]([Cl:1])=[CH:7][N:6]=3)=[O:10])[CH:32]=[CH:33][C:34]=2[F:47])([CH3:46])[N:38]=1 |f:1.2.3,5.6|. Procedure: 5-Chloropyrazine-2-carboxylic acid (367 mg, 2.31 mmol) was combined with MeOH (25 ml) to give a colorless solution. 4-(4,6-Dimethoxy[1.3.5]triazin-2-yl)-4-methylmorpholinium chloride hydrate (DMTMM, 705 mg, 2.55 mmol) was added at 0° C. and the solution was stirred at 0° C. for 30 min. A solution of (R)-4-(5-amino-2-fluoro-phenyl)-5,5-difluoro-4-methyl-5,6-dihydro-4H-[1,3]oxazin-2-ylamine (intermediate A 8.1, 600 mg, 2.31 mmol) in MeOH (10 ml) was added dropwise and the reaction mixture was stir... The reactants are N#CN1CCC(C#N)(c2ccccc2Sc2ccc(F)cc2)CC1, CC(=O)O, Cl, O. Yields the product N#CC1(c2ccccc2Sc2ccc(F)cc2)CCNCC1. RXN SMILES: [C:1](#[N:2])[N:3]1[CH2:4][CH2:5][C:6]([c:9]2[c:10]([S:15][c:16]3[cH:17][cH:18][c:19]([F:22])[cH:20][cH:21]3)[cH:11][cH:12][cH:13][cH:14]2)([C:23]#[N:24])[CH2:7][CH2:8]1.[CH3:26][C:27](=[O:28])[OH:29].[ClH:25].[OH2:30]>>[NH:3]1[CH2:4][CH2:5][C:6]([c:9]2[c:10]([S:15][c:16]3[cH:17][cH:18][c:19]([F:22])[cH:20][cH:21]3)[cH:11][cH:12][cH:13][cH:14]2)([C:23]#[N:24])[CH2:7][CH2:8]1. The reactants are C(C1=CC=CC=C1)N1C[C@@H]2[C@@H](C1)[C@@H]([C@H](OC2)O[C@H](C)C2=CC(=CC(=C2)C(F)(F)F)C(F)(F)F)C2=CC=C(C=C2)F ((3aS,6R,7R,7aR)-2-Benzyl-6-{(1R)-1-[3,5-bis(trifluoromethyl)phenyl]ethoxy}-7-(4-fluorophenyl)octahydropyrano[3,4-c]pyrrole), [H][H] (hydrogen). Reagents/catalysts: [OH-].[OH-].[Pd+2] (Pd(OH)2). Solvent: C(C)O (ethanol). Product: FC(C=1C=C(C=C(C1)C(F)(F)F)[C@@H](C)O[C@@H]1[C@H]([C@H]2[C@@H](CNC2)CO1)C1=CC=C(C=C1)F)(F)F ((3aS,6R,7R,7aR)-6-{(1R)-1-[3,5-Bis(trifluoromethyl)phenyl]ethoxy}-7-(4-fluorophenyl)octahydropyrano[3,4-c]pyrrole). As a reaction SMILES: C([N:8]1[CH2:12][C@H:11]2[C@H:13]([C:34]3[CH:39]=[CH:38][C:37]([F:40])=[CH:36][CH:35]=3)[C@@H:14]([O:17][C@@H:18]([C:20]3[CH:25]=[C:24]([C:26]([F:29])([F:28])[F:27])[CH:23]=[C:22]([C:30]([F:33])([F:32])[F:31])[CH:21]=3)[CH3:19])[O:15][CH2:16][C@@H:10]2[CH2:9]1)C1C=CC=CC=1.[H][H]>C(O)C.[OH-].[OH-].[Pd+2]>[F:33][C:30]([F:31])([F:32])[C:22]1[CH:21]=[C:20]([C@H:18]([O:17][C@H:14]2[O:15][CH2:16][C@@H:10]3[CH2:9][NH:8][CH2:12][C@H:11]3[C@@H:13]2[C:34]2[CH:35]=[CH:36][C:37]([F:40])=[CH:38][CH:39]=2)[CH3:19])[CH:25]=[C:24]([C:26]([F:29])([F:27])[F:28])[CH:23]=1 |f:3.4.5|. Procedure details: (3aS,6R,7R,7aR)-2-Benzyl-6-{(1R)-1-[3,5-bis(trifluoromethyl)phenyl]ethoxy}-7-(4-fluorophenyl)octahydropyrano[3,4-c]pyrrole (example 1: 1.60 g, 2.82 mmol) was combined 0.75 g 20% Pd(OH)2 and suspended in 30 mL ethanol in a Parr apparatus. The reaction vessel was shaken vigorously under 45 psi hydrogen for 4 hr. The reaction mixture was filtered through a pad of celite and rinsed copiously with methanol. The volatiles were removed in vacuo and the crude residue was purified on silica gel and elute...